Dataset: the Open Reaction Database (ORD), a public repository of structured organic reaction records. Task: describe an organic reaction: reactants, conditions, products, and yield Reactants: [Al+3], [F-], [H-], [H-], [H-], [H-], [K+], [Li+], C1CCOC1, O, N#Cc1cnn2c1N(C(c1ccccc1)(c1ccccc1)c1ccccc1)CCC2. Product: NCc1cnn2c1N(C(c1ccccc1)(c1ccccc1)c1ccccc1)CCC2. As a reaction SMILES: [Al+3:2].[F-:37].[H-:1].[H-:4].[H-:5].[H-:6].[K+:38].[Li+:3].[O:40]1[CH2:41][CH2:42][CH2:43][CH2:44]1.[OH2:39].[c:7]1([C:13]([N:14]2[c:15]3[n:16]([n:20][cH:21][c:22]3[C:23]#[N:24])[CH2:17][CH2:18][CH2:19]2)([c:25]2[cH:26][cH:27][cH:28][cH:29][cH:30]2)[c:31]2[cH:32][cH:33][cH:34][cH:35][cH:36]2)[cH:8][cH:9][cH:10][cH:11][cH:12]1>>[c:7]1([C:13]([N:14]2[c:15]3[n:16]([n:20][cH:21][c:22]3[CH2:23][NH2:24])[CH2:17][CH2:18][CH2:19]2)([c:25]2[cH:26][cH:27][cH:28][cH:29][cH:30]2)[c:31]2[cH:32][cH:33][cH:34][cH:35][cH:36]2)[cH:8][cH:9][cH:10][cH:11][cH:12]1.